From a dataset of the Open Reaction Database (ORD), a public repository of structured organic reaction records. describe an organic reaction: reactants, conditions, products, and yield Reactants: COC1=CC=C(C(=O)C2=CC=C(C(=O)N3CC4=C(CC3)OC=C4)C=C2)C=C1 (5-[4-(4-methoxybenzoyl)benzoyl]-4,5,6,7-tetrahydrofuro[3,2-c]pyridine), CNC (dimethylamine), C=O (formaldehyde). The solvent is C(C)(=O)O (acetic acid). Run at temperature 100 celsius, time 90 minute. Product: CN(C)CC1=CC=2CN(CCC2O1)C(C1=CC=C(C=C1)C(C1=CC=C(C=C1)OC)=O)=O (N,N-dimethyl-[5-[4-(4-methoxybenzoyl)benzoyl]-4,5,6,7-tetrahydrofuro[3,2-c]pyridin-2-ylmethyl]amine). RXN SMILES: [CH3:1][O:2][C:3]1[CH:27]=[CH:26][C:6]([C:7]([C:9]2[CH:25]=[CH:24][C:12]([C:13]([N:15]3[CH2:20][CH2:19][C:18]4[O:21][CH:22]=[CH:23][C:17]=4[CH2:16]3)=[O:14])=[CH:11][CH:10]=2)=[O:8])=[CH:5][CH:4]=1.[CH3:28][NH:29][CH3:30].[CH2:31]=O>C(O)(=O)C>[CH3:28][N:29]([CH2:31][C:22]1[O:21][C:18]2[CH2:19][CH2:20][N:15]([C:13](=[O:14])[C:12]3[CH:24]=[CH:25][C:9]([C:7](=[O:8])[C:6]4[CH:5]=[CH:4][C:3]([O:2][CH3:1])=[CH:27][CH:26]=4)=[CH:10][CH:11]=3)[CH2:16][C:17]=2[CH:23]=1)[CH3:30]. Reported procedure: To a solution of 0.350 g (0.968 mmol) of 5-[4-(4-methoxybenzoyl)benzoyl]-4,5,6,7-tetrahydrofuro[3,2-c]pyridine in 10 ml of acetic acid, 0.131 ml (1.45 mmol) of 50% aqueous dimethylamine and 0.118 ml (1.45 mmol) of 37% aqueous formaldehyde were added, followed by stirring at 100° C. for 90 minutes. After the solvent was distilled off under reduced pressure, the residual solution was alkalified with 5% aqueous sodium hydrogen carbonate and extracted with dichloromethane 2 times. The combined organ... The reactants are C1(CCCCC1)N1CCNCC1 (1-cyclohexylpiperazine), CS(=O)(=O)OCC[C@]1(CN(CC1)C(CC1=CC(=CC=C1)OC(C)C)=O)C1=CC(=C(C=C1)Cl)Cl.C(C)#N (acetonitrile (S)-3-(2-methanesulfonyloxyethyl)-3-(3,4-dichlorophenyl)-1-[(3-isopropoxyphenyl)acetyl)pyrrolidine). The product is ClC=1C=C(C=CC1Cl)[C@]1(CN(CC1)C(CC1=CC(=CC=C1)OC(C)C)=O)CCN1CCN(CC1)C1CCCCC1 ((S)-3-(3,4-dichlorophenyl)-1-[(3-isopropoxyphenyl)acetyl]-3-[2-(4-cyclohexylpiperazin-1-yl)ethyl]pyrrolidine). RXN SMILES: [CH:1]1([N:7]2[CH2:12][CH2:11][NH:10][CH2:9][CH2:8]2)[CH2:6][CH2:5][CH2:4][CH2:3][CH2:2]1.CS(O[CH2:18][CH2:19][C@:20]1([C:38]2[CH:43]=[CH:42][C:41]([Cl:44])=[C:40]([Cl:45])[CH:39]=2)[CH2:24][CH2:23][N:22]([C:25](=[O:37])[CH2:26][C:27]2[CH:32]=[CH:31][CH:30]=[C:29]([O:33][CH:34]([CH3:36])[CH3:35])[CH:28]=2)[CH2:21]1)(=O)=O.C(#N)C>>[Cl:45][C:40]1[CH:39]=[C:38]([C@:20]2([CH2:19][CH2:18][N:10]3[CH2:11][CH2:12][N:7]([CH:1]4[CH2:6][CH2:5][CH2:4][CH2:3][CH2:2]4)[CH2:8][CH2:9]3)[CH2:24][CH2:23][N:22]([C:25](=[O:37])[CH2:26][C:27]3[CH:32]=[CH:31][CH:30]=[C:29]([O:33][CH:34]([CH3:35])[CH3:36])[CH:28]=3)[CH2:21]2)[CH:43]=[CH:42][C:41]=1[Cl:44] |f:1.2|. Procedure details: In 30 ml of acetonitrile (S)-3-(2-methanesulfonyloxyethyl)-3-(3,4-dichlorophenyl)-1-[(3-isopropoxyphenyl)acetyl)pyrrolidine (3.17 g), prepared as described, Supra, is mixed with an equimolar amount of 1-cyclohexylpiperazine. The reaction mixture is then heated to reflux and refluxed for about ten hours. The mixture is then concentrated under vacuum and the residue is taken up in methylene chloride and washed with a 3N solution of hydrochloric acid, followed by a wash with brine. The organic frac... Product: CC(=O)c1cc(S(=O)(=O)O)ccc1O. Reaction SMILES: [CH2:22]1[CH2:23][CH2:24][CH2:25][CH2:26][CH2:27]1.[CH3:11][O:12][C:13](=[O:14])[O:15][CH3:16].[Cl:17][S:18](=[O:19])(=[O:20])[OH:21].[OH:1][c:2]1[c:3]([C:8]([CH3:9])=[O:10])[cH:4][cH:5][cH:6][cH:7]1>>[OH:1][c:2]1[c:3]([C:8]([CH3:9])=[O:10])[cH:4][c:5]([S:18](=[O:19])(=[O:20])[OH:21])[cH:6][cH:7]1. Reactants: C1CCCCC1, COC(=O)OC, O=S(=O)(O)Cl, CC(=O)c1ccccc1O. Reactants: [Sb]([O-])([O-])([O-])=O.[Zn+2].[Sb]([O-])([O-])([O-])=O.[Zn+2].[Zn+2] (zinc antimonate), C(C)(C)NC(C)C (diisopropylamine), C(C(O)CC(=O)O)(=O)O (malic acid). Solvent: CO (methanol), C(C)(C)O (isopropyl alcohol). Run at time 3 hour. Yields the product C(C)(C)O.[Sb]([O-])([O-])([O-])=O.[Zn+2].[Sb]([O-])([O-])([O-])=O.[Zn+2].[Zn+2] (zinc antimonate isopropyl alcohol). As a reaction SMILES: [Sb:1](=[O:5])([O-:4])([O-:3])[O-:2].[Zn+2:6].[Sb:7](=[O:11])([O-:10])([O-:9])[O-:8].[Zn+2].[Zn+2].C(NC(C)C)(C)C.[C:21](O)(=O)[CH:22]([CH2:24]C(O)=O)[OH:23]>CO.C(O)(C)C>[CH:22]([OH:23])([CH3:24])[CH3:21].[Sb:1](=[O:2])([O-:5])([O-:4])[O-:3].[Zn+2:6].[Sb:7](=[O:8])([O-:11])([O-:10])[O-:9].[Zn+2:6].[Zn+2:6] |f:0.1.2.3.4,9.10.11.12.13.14|. Reported procedure: To 1,600 g of the anhydrous zinc antimonate aqueous sol used in Example 1 was added 3.13 g of diisopropylamine and 2.0 g of malic acid and the mixture was stirred at room temperature for 3 hours with a disper. The resulting colloid solution had a pH of 4.1. The aqueous medium of the colloid solution was substituted by a methanol solvent and then by an isopropyl alcohol solvent using a rotary evaporator to produce anhydrous zinc antimonate isopropyl alcohol sol. As a result, the anhydrous zinc an... Reactants: COC=1C=C(C=CC1)C1(C(CCCC1)=O)CCC#N (1-(m-methoxyphenyl)-2-oxo-cyclohexane-propionitrile), P(=O)(Cl)(Cl)Cl (phosphorus oxychloride), COC=1C=C(C=CC1)C1(C=CCCC1)CC#N (1-(m-methoxyphenyl)-2-cyclohexene-1-acetonitrile), [BH4-].[Na+] (sodium borohydride), COC=1C=C(C=CC1)C1(C(CCCC1)O)CCC#N (1-(m-methoxyphenyl)-2-hydroxycyclohexane-1-propionitrile). Run in N1=CC=CC=C1 (pyridine). The product is COC=1C=C(C=CC1)C1(C=CCCC1)CCC#N (1-(m-methoxyphenyl)-2-cyclohexene-1-propionitrile). RXN SMILES: [CH3:1][O:2][C:3]1[CH:4]=[C:5]([C:9]2([CH2:16][CH2:17][C:18]#[N:19])[CH2:14][CH2:13][CH2:12][CH2:11][C:10]2=O)[CH:6]=[CH:7][CH:8]=1.[BH4-].[Na+].COC1C=C(C2(CCC#N)CCCCC2O)C=CC=1.P(Cl)(Cl)(Cl)=O.COC1C=C(C2(CC#N)CCCC=C2)C=CC=1>N1C=CC=CC=1>[CH3:1][O:2][C:3]1[CH:4]=[C:5]([C:9]2([CH2:16][CH2:17][C:18]#[N:19])[CH2:14][CH2:13][CH2:12][CH:11]=[CH:10]2)[CH:6]=[CH:7][CH:8]=1 |f:1.2|. Procedure details: By reducing 1-(m-methoxyphenyl)-2-oxo-cyclohexane-propionitrile with sodium borohydride and subsequently dehydrating the resulting 1-(m-methoxyphenyl)-2-hydroxycyclohexane-1-propionitrile with phosphorus oxychloride in pyridine in analogy to the preparation of 1-(m-methoxyphenyl)-2-cyclohexene-1-acetonitrile described in Example 1, there is obtained 1-(m-methoxyphenyl)-2-cyclohexene-1-propionitrile in the form of a pale yellowish oil.